The task is: describe an organic reaction: reactants, conditions, products, and yield. This data is from the Open Reaction Database (ORD), a public repository of structured organic reaction records. The reactants are O=CC(Cl)(Cl)Cl (chloral), Cl (hydrochloric acid), ferric chloride-hexahydrate, C1=CCCCC1 (cyclohexene). The solvent is O (water). Conditions: time 2 hour. Yields the product ClC(Cl)(Cl)C(O)=C1C=CCCC1 (trichloromethyl-(2-cyclohexenyl-1-yl)-carbinol). Isolated yield 82.8%. RXN SMILES: [O:1]=[CH:2][C:3]([Cl:6])([Cl:5])[Cl:4].[CH:7]1[CH2:12][CH2:11][CH2:10][CH2:9][CH:8]=1.Cl>O>[Cl:4][C:3]([C:2](=[C:12]1[CH2:11][CH2:10][CH2:9][CH:8]=[CH:7]1)[OH:1])([Cl:6])[Cl:5]. Procedure details: In 3.9 ml. (0.04M) of chloral 0.1 g. of ferric chloride-hexahydrate is dissolved, and then 3.95 ml. (0.04M) of cyclohexene are added dropwise at 10°-25° C. After stirring for 2 hours 20 ml. of water and 4 ml. of concentrated hydrochloric acid are added. The layers are separated and the aqueous layer is extracted with carbon tetrachloride. The organic layers are combined, dried, filtered and the solvent is distilled off at reduced pressure. 7.6 g. (82.8%) of trichloromethyl-(2-cyclohexenyl-1-yl)-... Starting materials: C#CCOCCn1c(C(C)OC)nc2cnc3ccccc3c21, Ic1ccccc1. Yields the product COC(C)c1nc2cnc3ccccc3c2n1CCOCC#Cc1ccccc1. Reaction SMILES: [CH3:1][O:2][CH:3]([CH3:4])[c:5]1[n:6]([CH2:18][CH2:19][O:20][CH2:21][C:22]#[CH:23])[c:7]2[c:8]([cH:9][n:10][c:11]3[cH:12][cH:13][cH:14][cH:15][c:16]23)[n:17]1.[I:24][c:25]1[cH:26][cH:27][cH:28][cH:29][cH:30]1>>[CH3:1][O:2][CH:3]([CH3:4])[c:5]1[n:6]([CH2:18][CH2:19][O:20][CH2:21][C:22]#[C:23][c:25]2[cH:26][cH:27][cH:28][cH:29][cH:30]2)[c:7]2[c:8]([cH:9][n:10][c:11]3[cH:12][cH:13][cH:14][cH:15][c:16]23)[n:17]1. As a reaction SMILES: [CH2:6]([CH3:7])[N:8]([CH2:9][CH2:10][CH2:11][NH:12][c:13]1[n:14][nH:15][c:16]2[cH:17][cH:18][cH:19][cH:20][c:21]12)[CH2:22][CH3:23].[ClH:26].[K+:25].[OH-:24].[OH2:27].[S:1](=[O:2])(=[O:3])([OH:4])[OH:5]>>[CH2:6]([CH3:7])[N:8]([CH2:9][CH2:10][CH2:11][NH:12][c:13]1[n:14][nH:15][c:16]2[cH:17][cH:18][c:19]([OH:24])[cH:20][c:21]12)[CH2:22][CH3:23]. Yields the product CCN(CC)CCCNc1n[nH]c2ccc(O)cc12. Starting materials: CCN(CC)CCCNc1n[nH]c2ccccc12, Cl, [K+], [OH-], O, O=S(=O)(O)O. Reactants: EtOAc hexanes, [Cl-].[Cl-].[Cl-].[Al+3] (Aluminum trichloride), S(=O)(Cl)Cl (thionyl chloride), C12CC3CC(CC(C1)C3)C2 (Adamantane). Conditions: time 1 hour. The product is C12(CC3CC(CC(C1)C3)C2)S(=O)Cl (1-Adamantane sulfinyl chloride). Reaction SMILES: [Cl-].[Cl-].[Cl-].[Al+3].[S:5]([Cl:8])(Cl)=[O:6].[CH:9]12[CH2:18][CH:13]3[CH2:14][CH:15]([CH2:17][CH:11]([CH2:12]3)[CH2:10]1)[CH2:16]2>>[C:9]12([S:5]([Cl:8])=[O:6])[CH2:18][CH:13]3[CH2:14][CH:15]([CH2:17][CH:11]([CH2:12]3)[CH2:10]1)[CH2:16]2 |f:0.1.2.3|. Procedure: Aluminum trichloride (40 g, 3 mol) was added slowly to thionyl chloride (200 ml, 2.7 mol), and the mixture was cooled to -20°. Adamantane was added in portions over 21/2 hrs, and the resulting mixture was stirred 1 hr and allowed to warm to room temperature. After the thionyl chloride was removed under vacuum, the residue was diluted with CCl4 ; and the aluminum trichloride was decomposed with ice and water. The layers were separated; and the organic layer was washed (brine), dried (Na2SO4), fil... Procedure details: To a solution of Ethyl 4-[5-(4-n-pentyloxyphenyl)-isoxazol-3-yl]benzoate (6.33 g) in ethanol 60 ml) and tetrahydrofuran (90 ml) was added 2N sodium hydroxide aqueous solution (12.5 ml) at 80° C. The mixture was refluxed for 1 hour and poured into ice-water. The suspension was adjusted to pH 2.0 with 1N HCl. The precipitate was collected by filtration, washed with water and dried to give 4-[5-(4-n-pentyloxyphenyl)isoxazol-3-yl]benzoic acid (5.80 g). Yields the product C(CCCC)OC1=CC=C(C=C1)C1=CC(=NO1)C1=CC=C(C(=O)O)C=C1 (4-[5-(4-n-pentyloxyphenyl)isoxazol-3-yl]benzoic acid). The reactants are C(CCCC)OC1=CC=C(C=C1)C1=CC(=NO1)C1=CC=C(C(=O)OCC)C=C1 (Ethyl 4-[5-(4-n-pentyloxyphenyl)-isoxazol-3-yl]benzoate), O1CCCC1 (tetrahydrofuran), [OH-].[Na+] (sodium hydroxide), ice water, Cl (HCl). Reaction SMILES: [CH2:1]([O:6][C:7]1[CH:12]=[CH:11][C:10]([C:13]2[O:17][N:16]=[C:15]([C:18]3[CH:28]=[CH:27][C:21]([C:22]([O:24]CC)=[O:23])=[CH:20][CH:19]=3)[CH:14]=2)=[CH:9][CH:8]=1)[CH2:2][CH2:3][CH2:4][CH3:5].O1CCCC1.[OH-].[Na+].Cl>C(O)C>[CH2:1]([O:6][C:7]1[CH:8]=[CH:9][C:10]([C:13]2[O:17][N:16]=[C:15]([C:18]3[CH:19]=[CH:20][C:21]([C:22]([OH:24])=[O:23])=[CH:27][CH:28]=3)[CH:14]=2)=[CH:11][CH:12]=1)[CH2:2][CH2:3][CH2:4][CH3:5] |f:2.3|. Run in C(C)O (ethanol). The yield is 98.9%.